Dataset: the Open Reaction Database (ORD), a public repository of structured organic reaction records. Task: describe an organic reaction: reactants, conditions, products, and yield Reactants: II (I2), C12C=CC(CC1)C2 (norbornene). The product is C=C.C12C=CC(CC1)C2 (Ethylene norbornylene). RXN SMILES: II.[CH:3]12[CH2:9][CH:6]([CH2:7][CH2:8]1)[CH:5]=[CH:4]2>>[CH2:3]=[CH2:4].[CH:3]12[CH2:9][CH:6]([CH2:7][CH2:8]1)[CH:5]=[CH:4]2 |f:2.3|. Procedure: The general polymerization procedure of Examples 109 was followed using 1.25 micromoles of [(C5Me4)SiMe2 N(t-Bu)]Ti(CH3)2 and 1.87 micromoles of the Lewis acid B(C6F5)3 mixed in 2 mL of Isopar® E were used to form the catalyst. The reaction temperature was 140° C. 808 g of Isopar® E, 19.5 g of norbornene and 25 Δpsi (0.17 ΔMPa) of hydrogen were added. The ethylene pressure was 500 psig (3.55 MPa). The polymerization time was 10 minutes. 41.3 g of a random ethylene/norbornene copolymer was isolat... Reactants: BrC1=CC=C(C=C1)O (4-bromophenol), CCN(CC)P1(=NC(C)(C)C)N(CCCN1C)C (BEMP), C(=O)([O-])[O-].[Na+].[Na+] (Na2CO3), C1(CCCC1)OC([C@H](CCCBr)NC(=O)OC(C)(C)C)=O ((S)-5-bromo-2-tert-butoxycarbonylamino-pentanoic acid cyclopentyl ester), C([O-])([O-])=O (carbonate), crude product. Solvent: C(C)#N (acetonitrile), C(C)#N (acetonitrile), ClCCl (dichloromethane). Reaction conditions: temperature 50 celsius, time 30 minute. The product is BrC1=CC=C(OCCC[C@H](NC(=O)OC(C)(C)C)C(=O)OC2CCCC2)C=C1 (Cyclopentyl 5-(4-bromophenoxy)-N-(tert-butoxycarbonyl)-L-norvalinate). The yield is 69.4%. RXN SMILES: [Br:1][C:2]1[CH:7]=[CH:6][C:5]([OH:8])=[CH:4][CH:3]=1.CCN(P1(N(C)CCCN1C)=NC(C)(C)C)CC.[CH:27]1([O:32][C:33](=[O:47])[C@@H:34]([NH:39][C:40]([O:42][C:43]([CH3:46])([CH3:45])[CH3:44])=[O:41])[CH2:35][CH2:36][CH2:37]Br)[CH2:31][CH2:30][CH2:29][CH2:28]1.C([O-])([O-])=O.[Na+].[Na+].C(=O)([O-])[O-]>C(#N)C.ClCCl>[Br:1][C:2]1[CH:7]=[CH:6][C:5]([O:8][CH2:37][CH2:36][CH2:35][C@@H:34]([C:33]([O:32][CH:27]2[CH2:28][CH2:29][CH2:30][CH2:31]2)=[O:47])[NH:39][C:40]([O:42][C:43]([CH3:45])([CH3:46])[CH3:44])=[O:41])=[CH:4][CH:3]=1 |f:3.4.5|. Reported procedure: To a solution of 4-bromophenol (261 mg, 1.510 mmol) in acetonitrile (2 ml) under nitrogen, was added BEMP (397 μl, 1.373 mmol). The mixture was stirred at 50° C. for 30 minutes before being cooled to room temperature and (S)-5-bromo-2-tert-butoxycarbonylamino-pentanoic acid cyclopentyl ester (500 mg, 1.373 mmol) added as a solution in acetonitrile (2 ml). The reaction was heated at 50° C. for a further 1 hour and then the mixture was analysed by LCMS. The reaction was poured onto 2M Na2CO3 (100 ... Starting materials: [BH3-]C#N, COc1cc(C=O)cc(OC)c1OC, CC(=O)O, CCO, Nc1ccc(Cc2c[nH]c3ncncc23)c(F)n1. The product is COc1cc(CNc2ccc(Cc3c[nH]c4ncncc34)c(F)n2)cc(OC)c1OC. Reaction SMILES: [C:37]([BH3-:38])#[N:39].[CH3:19][O:20][c:21]1[cH:22][c:23]([CH:24]=[O:25])[cH:26][c:27]([O:31][CH3:32])[c:28]1[O:29][CH3:30].[CH3:33][C:34](=[O:35])[OH:36].[CH3:40][CH2:41][OH:42].[F:1][c:2]1[c:3]([CH2:9][c:10]2[cH:11][nH:12][c:13]3[n:14][cH:15][n:16][cH:17][c:18]23)[cH:4][cH:5][c:6]([NH2:8])[n:7]1>>[F:1][c:2]1[c:3]([CH2:9][c:10]2[cH:11][nH:12][c:13]3[n:14][cH:15][n:16][cH:17][c:18]23)[cH:4][cH:5][c:6]([NH:8][CH2:24][c:23]2[cH:22][c:21]([O:20][CH3:19])[c:28]([O:29][CH3:30])[c:27]([O:31][CH3:32])[cH:26]2)[n:7]1. The reactants are CS(=O)(=O)C1=CC=C(OC2=NC=3N(C(=C2)N(COCC[Si](C)(C)C)COCC[Si](C)(C)C)N=CC3C=3C=NC2=CC=CC=C2C3)C=C1 (5-(4-(methylsulfonyl)phenoxy)-3-(quinolin-3-yl)-N,N-bis((2-(trimethylsilyl)ethoxy)methyl)pyrazolo[1,5-a]pyrimidin-7-amine), C1CC(=O)N(C1=O)Br (NBS). Solvent: C(C)#N (ACN). Run at time 1 hour. Product: BrC=1C(=NC=2N(C1N(COCC[Si](C)(C)C)COCC[Si](C)(C)C)N=CC2C=2C=NC1=CC=CC=C1C2)OC2=CC=C(C=C2)S(=O)(=O)C (6-Bromo-5-(4-(methylsulfonyl)phenoxy)-3-(quinolin-3-yl)-N,N-bis((2-(trimethylsilyl)ethoxy)methyl)pyrazolo[1,5-a]pyrimidin-7-amine). Reaction SMILES: [CH3:1][S:2]([C:5]1[CH:47]=[CH:46][C:8]([O:9][C:10]2[CH:15]=[C:14]([N:16]([CH2:25][O:26][CH2:27][CH2:28][Si:29]([CH3:32])([CH3:31])[CH3:30])[CH2:17][O:18][CH2:19][CH2:20][Si:21]([CH3:24])([CH3:23])[CH3:22])[N:13]3[N:33]=[CH:34][C:35]([C:36]4[CH:37]=[N:38][C:39]5[C:44]([CH:45]=4)=[CH:43][CH:42]=[CH:41][CH:40]=5)=[C:12]3[N:11]=2)=[CH:7][CH:6]=1)(=[O:4])=[O:3].C1C(=O)N([Br:55])C(=O)C1>C(#N)C>[Br:55][C:15]1[C:10]([O:9][C:8]2[CH:46]=[CH:47][C:5]([S:2]([CH3:1])(=[O:3])=[O:4])=[CH:6][CH:7]=2)=[N:11][C:12]2[N:13]([N:33]=[CH:34][C:35]=2[C:36]2[CH:37]=[N:38][C:39]3[C:44]([CH:45]=2)=[CH:43][CH:42]=[CH:41][CH:40]=3)[C:14]=1[N:16]([CH2:25][O:26][CH2:27][CH2:28][Si:29]([CH3:32])([CH3:31])[CH3:30])[CH2:17][O:18][CH2:19][CH2:20][Si:21]([CH3:22])([CH3:23])[CH3:24]. Procedure: Compound, 5-(4-(methylsulfonyl)phenoxy)-3-(quinolin-3-yl)-N,N-bis((2-(trimethylsilyl)ethoxy)methyl)pyrazolo[1,5-a]pyrimidin-7-amine (150 mg, 0.22 mmol) was dissolved in ACN (10 mL). NBS (40 mg, 0.22 mmol) was added and the mixture was stirred at room temperature for 1 h. After concentration, the residue, 6-bromo-5-(4-(methylsulfonyl)phenoxy)-3-(quinolin-3-yl)-N,N-bis((2-(trimethylsilyl)ethoxy)methyl)pyrazolo[1,5-a]pyrimidin-7-amine was used in the next step without further purification. HPLC-MS ... Starting materials: [BH4-], CCOC(=O)CC(=O)CC1OC(C)(C)N(C(=O)OC(C)(C)C)C1Cc1ccccc1, CC(=O)O, CCO, [Na+]. Product: CCOC(=O)CC(O)CC1OC(C)(C)N(C(=O)OC(C)(C)C)C1Cc1ccccc1. As a reaction SMILES: [BH4-:31].[C:1]([CH3:2])([CH3:3])([CH3:4])[O:5][C:6](=[O:7])[N:8]1[C:9]([CH3:29])([CH3:30])[O:10][CH:11]([CH2:20][C:21]([CH2:22][C:23](=[O:24])[O:25][CH2:26][CH3:27])=[O:28])[CH:12]1[CH2:13][c:14]1[cH:15][cH:16][cH:17][cH:18][cH:19]1.[CH3:33][C:34](=[O:35])[OH:36].[CH3:37][CH2:38][OH:39].[Na+:32]>>[C:1]([CH3:2])([CH3:3])([CH3:4])[O:5][C:6](=[O:7])[N:8]1[C:9]([CH3:29])([CH3:30])[O:10][CH:11]([CH2:20][CH:21]([CH2:22][C:23](=[O:24])[O:25][CH2:26][CH3:27])[OH:28])[CH:12]1[CH2:13][c:14]1[cH:15][cH:16][cH:17][cH:18][cH:19]1. The product is O=C(NCc1cccc(C(F)(F)F)c1Cl)C1CCC(=O)N1Cc1cccnc1. As a reaction SMILES: [CH3:18][N:19]([CH3:20])[CH2:21][CH2:22][CH2:23][N:24]=[C:25]=[N:26][CH2:27][CH3:28].[Cl:39][c:40]1[c:41]([CH2:50][NH2:51])[cH:42][cH:43][cH:44][c:45]1[C:46]([F:47])([F:48])[F:49].[Cl:52][CH2:53][Cl:54].[ClH:17].[O:1]=[C:2]1[CH2:3][CH2:4][CH:5]([C:14](=[O:15])[OH:16])[N:6]1[CH2:7][c:8]1[cH:9][n:10][cH:11][cH:12][cH:13]1.[OH:29][n:30]1[c:31]2[cH:32][cH:33][cH:34][cH:35][c:36]2[n:37][n:38]1>>[O:1]=[C:2]1[CH2:3][CH2:4][CH:5]([C:14](=[O:16])[NH:51][CH2:50][c:41]2[c:40]([Cl:39])[c:45]([C:46]([F:47])([F:48])[F:49])[cH:44][cH:43][cH:42]2)[N:6]1[CH2:7][c:8]1[cH:9][n:10][cH:11][cH:12][cH:13]1. Starting materials: CCN=C=NCCCN(C)C, NCc1cccc(C(F)(F)F)c1Cl, ClCCl, Cl, O=C(O)C1CCC(=O)N1Cc1cccnc1, On1nnc2ccccc21. Reactants: C(C)SCC(=O)NC1=CC=C(C(=O)O)C=C1 (4-ethylmercaptoacetylaminobenzoic acid), C1=CN(C=N1)C(=O)N2C=CN=C2 (N,N-carbonyldiimidazole), ClC1=CC=C(C=C1)CCN1CCNCC1 (1-[2-(4-chlorophenyl)ethyl]piperazine). The solvent is CN(C=O)C (dimethylformamide). Conditions: time 10 minute. Yields the product Cl.C(C)SCC(=O)NC1=CC=C(C(=O)N2CCN(CC2)CCC2=CC=C(C=C2)Cl)C=C1 (1-[4-(ethylmercaptoacetylamino)benzoyl]-4-[2-(4-chlorophenyl)ethyl]piperazine hydrochloride). RXN SMILES: [CH2:1]([S:3][CH2:4][C:5]([NH:7][C:8]1[CH:16]=[CH:15][C:11]([C:12]([OH:14])=O)=[CH:10][CH:9]=1)=[O:6])[CH3:2].C1N=CN(C(N2C=NC=C2)=O)C=1.[Cl:29][C:30]1[CH:35]=[CH:34][C:33]([CH2:36][CH2:37][N:38]2[CH2:43][CH2:42][NH:41][CH2:40][CH2:39]2)=[CH:32][CH:31]=1>CN(C)C=O>[ClH:29].[CH2:1]([S:3][CH2:4][C:5]([NH:7][C:8]1[CH:9]=[CH:10][C:11]([C:12]([N:41]2[CH2:40][CH2:39][N:38]([CH2:37][CH2:36][C:33]3[CH:34]=[CH:35][C:30]([Cl:29])=[CH:31][CH:32]=3)[CH2:43][CH2:42]2)=[O:14])=[CH:15][CH:16]=1)=[O:6])[CH3:2] |f:4.5|. Procedure details: 2.5 g of 4-ethylmercaptoacetylaminobenzoic acid are introduced into 30 ml of dimethylformamide, and 1.75 g of N,N-carbonyldiimidazole are added. The mixture is stirred for 10 minutes at room temperature. At 80°, 1.75 g of 1-[2-(4-chlorophenyl)ethyl]piperazine are added thereto. The mixture is stirred for a further 45 minutes at 80°. The reaction solution is concentrated by evaporation and the oil is chromatographed. The hydrochloride is recrystallised from ethanol/ether, yielding 1-[4-(ethylmerc... Starting materials: CC(=O)O[BH-](OC(C)=O)OC(C)=O, O=C([O-])O, C=O, Clc1ccc2c(c1)CNCc1nnc(N3CCC(c4ccccn4)CC3)n1-2, ClCCl, [Na+], [Na+]. Product: CN1Cc2cc(Cl)ccc2-n2c(nnc2N2CCC(c3ccccn3)CC2)C1. RXN SMILES: [C:30]([O:31][BH-:32]([O:33][C:34](=[O:35])[CH3:36])[O:37][C:38](=[O:39])[CH3:40])(=[O:41])[CH3:42].[C:44](=[O:45])([O-:46])[OH:47].[CH2:28]=[O:29].[Cl:1][c:2]1[cH:3][cH:4][c:5]2[c:6]([cH:27]1)[CH2:7][NH:8][CH2:9][c:10]1[n:11]-2[c:12]([N:15]2[CH2:16][CH2:17][CH:18]([c:21]3[n:22][cH:23][cH:24][cH:25][cH:26]3)[CH2:19][CH2:20]2)[n:13][n:14]1.[Cl:49][CH2:50][Cl:51].[Na+:43].[Na+:48]>>[Cl:1][c:2]1[cH:3][cH:4][c:5]2[c:6]([cH:27]1)[CH2:7][N:8]([CH3:30])[CH2:9][c:10]1[n:11]-2[c:12]([N:15]2[CH2:16][CH2:17][CH:18]([c:21]3[n:22][cH:23][cH:24][cH:25][cH:26]3)[CH2:19][CH2:20]2)[n:13][n:14]1.